This data is from the Open Reaction Database (ORD), a public repository of structured organic reaction records. The task is: describe an organic reaction: reactants, conditions, products, and yield Starting materials: C(=O)([O-])[O-].[Cs+].[Cs+] (Cs2CO3), N1=CC(=CC=C1)B(O)O (Pyridine-3-boronic acid), C(=O)([O-])[O-].[Cs+].[Cs+] (Cs2CO3), BrC=1N([C@H]2[C@H](O[Si](C)(C)C(C)(C)C)[C@H](O[Si](C)(C)C(C)(C)C)[C@@H](CO[Si](C)(C)C(C)(C)C)O2)C=2N=CN=C(C2N1)N (8-bromo-2′,3′,5′-tris-O-(tert-butyldimethylsilyl)adenosine), resultant solution. Reagents/catalysts: C=1C=CC(=CC1)[P](C=2C=CC=CC2)(C=3C=CC=CC3)[Pd]([P](C=4C=CC=CC4)(C=5C=CC=CC5)C=6C=CC=CC6)([P](C=7C=CC=CC7)(C=8C=CC=CC8)C=9C=CC=CC9)[P](C=1C=CC=CC1)(C=1C=CC=CC1)C=1C=CC=CC1 (Pd(PPh3)4). Solvent: O (Water), O1CCOCC1 (dioxane), O (water), CCOC(=O)C (EtOAc). Product: [Si](C)(C)(C(C)(C)C)O[C@H]1[C@@H](O[C@@H]([C@H]1O[Si](C)(C)C(C)(C)C)CO[Si](C)(C)C(C)(C)C)N1C(=NC=2C(N)=NC=NC12)C=1C=NC=CC1 (2′,3′,5′-Tris-O-(tert-butyldimethylsilyl)-8-(3-pyridinyl)adenosine). Reaction SMILES: [N:1]1[CH:6]=[CH:5][CH:4]=[C:3](B(O)O)[CH:2]=1.C([O-])([O-])=O.[Cs+].[Cs+].Br[C:17]1[N:18]([C:49]2[N:50]=[CH:51][N:52]=[C:53]([NH2:56])[C:54]=2[N:55]=1)[C@@H:19]1[O:48][C@H:38]([CH2:39][O:40][Si:41]([C:44]([CH3:47])([CH3:46])[CH3:45])([CH3:43])[CH3:42])[C@@H:29]([O:30][Si:31]([C:34]([CH3:37])([CH3:36])[CH3:35])([CH3:33])[CH3:32])[C@H:20]1[O:21][Si:22]([C:25]([CH3:28])([CH3:27])[CH3:26])([CH3:24])[CH3:23]>O1CCOCC1.C1C=CC([P]([Pd]([P](C2C=CC=CC=2)(C2C=CC=CC=2)C2C=CC=CC=2)([P](C2C=CC=CC=2)(C2C=CC=CC=2)C2C=CC=CC=2)[P](C2C=CC=CC=2)(C2C=CC=CC=2)C2C=CC=CC=2)(C2C=CC=CC=2)C2C=CC=CC=2)=CC=1.O.CCOC(C)=O>[Si:22]([O:21][C@@H:20]1[C@H:29]([O:30][Si:31]([C:34]([CH3:35])([CH3:36])[CH3:37])([CH3:33])[CH3:32])[C@@H:38]([CH2:39][O:40][Si:41]([C:44]([CH3:45])([CH3:46])[CH3:47])([CH3:42])[CH3:43])[O:48][C@H:19]1[N:18]1[C:49]2[N:50]=[CH:51][N:52]=[C:53]([NH2:56])[C:54]=2[N:55]=[C:17]1[C:3]1[CH:2]=[N:1][CH:6]=[CH:5][CH:4]=1)([C:25]([CH3:27])([CH3:28])[CH3:26])([CH3:23])[CH3:24] |f:1.2.3,^1:66,68,87,106|. Procedure details: Pyridine-3-boronic acid (0.59 g, 0.48 mmol) and Cs2CO3 (3.11 g, 9.57 mmol) were added to a solution of 2′,3′,5′-tris-O-(tert-butyldimethylsilyl)-8-bromoadenosine (13) (2.20 g, 3.19 mmol) and Pd(PPh3)4 (0.37 g, 0.32 mmol) in dioxane (50 ml) under argon. Water (10 ml) was added to dissolve all Cs2CO3. The solution was heated under reflux overnight. EtOAc (200 ml) was added to the cold reaction mixture, the resultant solution shaken with water (100 ml), the organic solution dried (MgSO4), evaporate... The reactants are FC(COC1=C(C=C(C=C1)C(C)=O)C)(C)F (1-(4-(2,2-difluoropropoxy)-3-methylphenyl)ethanone), CC(C)(C)[S@@](=O)N ((R)-2-methylpropane-2-sulfinamide), Amine-1. Yields the product FC(COC1=C(C=C(C=C1)C(C)N[S@](=O)C(C)(C)C)C)(C)F ((R)—N-(1-(4-(2,2-difluoropropoxy)-3-methylphenyl)ethyl)-2-methylpropane-2-sulfinamide). The yield is 88.0%. As a reaction SMILES: [F:1][C:2]([F:16])([CH3:15])[CH2:3][O:4][C:5]1[CH:10]=[CH:9][C:8]([C:11](=O)[CH3:12])=[CH:7][C:6]=1[CH3:14].[CH3:17][C:18]([S@:21]([NH2:23])=[O:22])([CH3:20])[CH3:19]>>[F:1][C:2]([F:16])([CH3:15])[CH2:3][O:4][C:5]1[CH:10]=[CH:9][C:8]([CH:11]([NH:23][S@@:21]([C:18]([CH3:20])([CH3:19])[CH3:17])=[O:22])[CH3:12])=[CH:7][C:6]=1[CH3:14]. Procedure: The title compound is prepared in 88% yield (693 mg, pale yellow oil) from 1-(4-(2,2-difluoropropoxy)-3-methylphenyl)ethanone (539 mg, 2.36 mmol, Step-4) and (R)-2-methylpropane-2-sulfinamide (716 mg, 5.90 mmol) in a similar manner to Step-4 of Amine-1. Starting materials: CN1CCNCC1, [Cl-], [Cl-], [Cl-], [Cl-], CN1CCN(C2Cc3ccccc3Sc3cc(Cl)c(Cl)cc32)CC1, O, [Ti+4], c1ccccc1. Yields the product CN1CCN(C2=Cc3ccccc3Sc3cc(Cl)c(Cl)cc32)CC1. Reaction SMILES: [CH3:1][N:2]1[CH2:3][CH2:4][NH:5][CH2:6][CH2:7]1.[Cl-:39].[Cl-:40].[Cl-:41].[Cl-:42].[Cl:8][c:9]1[cH:10][c:11]2[c:12]([cH:29][c:30]1[Cl:31])[CH:13]([N:22]1[CH2:23][CH2:24][N:25]([CH3:28])[CH2:26][CH2:27]1)[CH2:14][c:15]1[c:16]([cH:18][cH:19][cH:20][cH:21]1)[S:17]2.[OH2:32].[Ti+4:43].[cH:33]1[cH:34][cH:35][cH:36][cH:37][cH:38]1>>[Cl:8][c:9]1[cH:10][c:11]2[c:12]([cH:29][c:30]1[Cl:31])[C:13]([N:22]1[CH2:23][CH2:24][N:25]([CH3:28])[CH2:26][CH2:27]1)=[CH:14][c:15]1[c:16]([cH:18][cH:19][cH:20][cH:21]1)[S:17]2. Starting materials: COc1cc(C(=O)NC2CCCCC2O)ccc1CC#N, CS(C)=O, O=C(Cl)C(=O)Cl, ClCCl. The product is COc1cc(C(=O)NC2CCCCC2=O)ccc1CC#N. Reaction SMILES: [C:11](#[N:12])[CH2:13][c:14]1[c:15]([O:30][CH3:31])[cH:16][c:17]([C:18](=[O:19])[NH:20][CH:21]2[CH:22]([OH:27])[CH2:23][CH2:24][CH2:25][CH2:26]2)[cH:28][cH:29]1.[CH3:7][S:8]([CH3:9])=[O:10].[Cl:1][C:2]([C:3]([Cl:4])=[O:5])=[O:6].[Cl:32][CH2:33][Cl:34]>>[C:11](#[N:12])[CH2:13][c:14]1[c:15]([O:30][CH3:31])[cH:16][c:17]([C:18](=[O:19])[NH:20][CH:21]2[C:22](=[O:27])[CH2:23][CH2:24][CH2:25][CH2:26]2)[cH:28][cH:29]1. Reactants: C(C)C1=CC=C(C=C1)C1=CC=C(S1)[C@]1(CCNCCS1(=O)=O)CC(=O)OC(C)(C)C (tert-butyl 2-[(S)-7-[5-(4-ethylphenyl)-2-thienyl]-1,1-dioxoperhydro-1,4-thiazepin-7-yl]acetate), N1=CC=CC=C1 (pyridine), C(CC)S(=O)(=O)Cl (propanesulfonyl chloride). The solvent is C(Cl)(Cl)Cl (chloroform), C(Cl)(Cl)Cl (chloroform), C(C)(=O)OCC (Ethyl acetate), C(C)(=O)OCC (ethyl acetate). Conditions: temperature 0 celsius, time 3 hour. Product: C(C)C1=CC=C(C=C1)C1=CC=C(S1)[C@]1(CCN(CCS1(=O)=O)S(=O)(=O)CCC)CC(=O)OC(C)(C)C (tert-butyl 2-[(S)-7-[5-(4-ethylphenyl)-2-thienyl]-1,1-dioxoperhydro-4-propanesulfonyl-1,4-thiazepin-7-yl]acetate). Isolated yield 39919.5%. RXN SMILES: [CH2:1]([C:3]1[CH:8]=[CH:7][C:6]([C:9]2[S:13][C:12]([C@:14]3([CH2:23][C:24]([O:26][C:27]([CH3:30])([CH3:29])[CH3:28])=[O:25])[S:20](=[O:22])(=[O:21])[CH2:19][CH2:18][NH:17][CH2:16][CH2:15]3)=[CH:11][CH:10]=2)=[CH:5][CH:4]=1)[CH3:2].N1C=CC=CC=1.[CH2:37]([S:40](Cl)(=[O:42])=[O:41])[CH2:38][CH3:39]>C(Cl)(Cl)Cl.C(OCC)(=O)C>[CH2:1]([C:3]1[CH:4]=[CH:5][C:6]([C:9]2[S:13][C:12]([C@:14]3([CH2:23][C:24]([O:26][C:27]([CH3:29])([CH3:28])[CH3:30])=[O:25])[S:20](=[O:22])(=[O:21])[CH2:19][CH2:18][N:17]([S:40]([CH2:37][CH2:38][CH3:39])(=[O:42])=[O:41])[CH2:16][CH2:15]3)=[CH:11][CH:10]=2)=[CH:7][CH:8]=1)[CH3:2]. Reported procedure: To a solution of tert-butyl 2-[(S)-7-[5-(4-ethylphenyl)-2-thienyl]-1,1-dioxoperhydro-1,4-thiazepin-7-yl]acetate (7.91 g) and pyridine (30 ml) in chloroform (15 ml) was added a solution of propanesulfonyl chloride (5.02 mg) in chloroform (15 ml) at 0° C. The resulting mixture was stirred for 3 hours at 0° C. Ethyl acetate (200 ml) was added and the solution was washed with 1N hydrochloric acid (150 ml) for two times, saturated sodium bicarbonate, and brine, dried over magnesium sulfate and evapor... Starting materials: CCOC(C)=O, Cl, [Fe], O=C(O)C1(C(=O)O)CCOCC1, O, c1ccncc1. Yields the product O=C(O)C1CCOCC1. Reaction SMILES: [CH3:22][CH2:23][O:24][C:25](=[O:26])[CH3:27].[ClH:20].[Fe:21].[O:1]1[CH2:2][CH2:3][C:4]([C:7](=[O:8])[OH:9])([C:10]([OH:11])=[O:12])[CH2:5][CH2:6]1.[OH2:19].[cH:13]1[cH:14][cH:15][n:16][cH:17][cH:18]1>>[O:1]1[CH2:2][CH2:3][CH:4]([C:7](=[O:8])[OH:9])[CH2:5][CH2:6]1. Reactants: COC(C(N(C1CCCC2=CC=CC=C12)C=O)C=O)=O (N,α-bis-formyl-N-(1,2,3,4-tetrahydronaphthalen-1-yl) glycine methyl ester), C(C)(=O)[O-].[NH4+] (ammonium acetate), C(C)(=O)O (acetic acid), C(C)(=O)[O-].[NH4+] (ammonium acetate). Solvent: O (water). Run at time 4 hour. Product: COC(=O)C1=CN=CN1C1CCCC2=CC=CC=C12 (1-(1,2,3,4-tetrahydronaphthalen-1-yl) -5-imidazolecarboxylic acid methyl ester). RXN SMILES: [CH3:1][O:2][C:3](=[O:20])[CH:4]([CH:18]=O)[N:5]([CH:16]=O)[CH:6]1[C:15]2[C:10](=[CH:11][CH:12]=[CH:13][CH:14]=2)[CH2:9][CH2:8][CH2:7]1.C([O-])(=O)C.[NH4+:25].C(O)(=O)C>O>[CH3:1][O:2][C:3]([C:4]1[N:5]([CH:6]2[C:15]3[C:10](=[CH:11][CH:12]=[CH:13][CH:14]=3)[CH2:9][CH2:8][CH2:7]2)[CH:16]=[N:25][CH:18]=1)=[O:20] |f:1.2|. Procedure: A mixture of 16.5 g of N,α-bis-formyl-N-(1,2,3,4-tetrahydronaphthalen-1-yl) glycine methyl ester, 65.0 g of ammonium acetate and 100 ml of acetic acid are refluxed for 8 hours. Then additional 50 g ammonium acetate are added and the refluxing is continued for further 4 hours. The solution is diluted with 300 ml of water and extracted twice, with 100 ml of toluene each time. The organic phases are combined, concentrated and separated at silica gel by chromatography. Concentration of the eluate yi...